This data is from the Open Reaction Database (ORD), a public repository of structured organic reaction records. The task is: describe an organic reaction: reactants, conditions, products, and yield Reactants: CS(=O)(=O)N (methanesulfonamide), [H-].[Na+] (NaH), Cl (HCl), ClC1=C(C=C2C(=C1)NC(C21C(NC(CC1C1=C(C=CC(=C1)Cl)OC(CC)(CC)C(=O)O)=O)C1=C(C=CC(=C1)F)C)=O)F (racemic (2′S,3S,4′R)-6-chloro-5-fluoro-4′-[5-chloro-2-(1-hydroxycarbonyl-1-ethyl-propoxy)-phenyl]-2′-(5-fluoro-2-methyl-phenyl)spiro[3H-indole-3,3′-piperidine]-2,6′(1H)-dione), C1=CN(C=N1)C(=O)N2C=CN=C2 (CDI). Run in CN(C)C=O (DMF), O (water), CN(C)C=O (DMF). Run at time 2 hour. Yields the product ClC1=C(C=C2C(=C1)NC(C21C(NC(CC1C1=C(C=CC(=C1)Cl)OC(C(=O)NS(=O)(=O)C)(CC)CC)=O)C1=C(C=CC(=C1)F)C)=O)F (Racemic (2′S,3S,4′R)-6-chloro-4′-[5-chloro-2-(2-methanesulfonylamino-1,1-diethyl-2-oxo-ethoxy)-phenyl]-5-fluoro-2′-(5-fluoro-2-methyl-phenyl)-spiro[3H-indole-3,3′-piperidine]-2,6′(1H)-dione). Isolated yield 45.0%. RXN SMILES: [Cl:1][C:2]1[CH:7]=[C:6]2[NH:8][C:9](=[O:41])[C:10]3([CH:15]([C:16]4[CH:21]=[C:20]([Cl:22])[CH:19]=[CH:18][C:17]=4[O:23][C:24]([C:29](O)=[O:30])([CH2:27][CH3:28])[CH2:25][CH3:26])[CH2:14][C:13](=[O:32])[NH:12][CH:11]3[C:33]3[CH:38]=[C:37]([F:39])[CH:36]=[CH:35][C:34]=3[CH3:40])[C:5]2=[CH:4][C:3]=1[F:42].C1N=CN(C(N2C=NC=C2)=O)C=1.[CH3:55][S:56]([NH2:59])(=[O:58])=[O:57].[H-].[Na+].Cl>CN(C=O)C.O>[Cl:1][C:2]1[CH:7]=[C:6]2[NH:8][C:9](=[O:41])[C:10]3([CH:15]([C:16]4[CH:21]=[C:20]([Cl:22])[CH:19]=[CH:18][C:17]=4[O:23][C:24]([CH2:27][CH3:28])([CH2:25][CH3:26])[C:29]([NH:59][S:56]([CH3:55])(=[O:58])=[O:57])=[O:30])[CH2:14][C:13](=[O:32])[NH:12][CH:11]3[C:33]3[CH:38]=[C:37]([F:39])[CH:36]=[CH:35][C:34]=3[CH3:40])[C:5]2=[CH:4][C:3]=1[F:42] |f:3.4|. Procedure: A solution of racemic (2′S,3S,4′R)-6-chloro-5-fluoro-4′-[5-chloro-2-(1-hydroxycarbonyl-1-ethyl-propoxy)-phenyl]-2′-(5-fluoro-2-methyl-phenyl)spiro[3H-indole-3,3′-piperidine]-2,6′(1H)-dione (100 mg, 0.16 mmol) and CDI (123 mg, 0.64 mmol) in DMF (3 mL) was heated at 75° C. for 3 h. Then to this solution was added a mixture of methanesulfonamide (144 mg, 1.5 mmol) and NaH (53 mg, 60%,1.3 mmol) in DMF (1.5 mL), which had been previously stirred at room temperature for 2 h. After the resulting mixtur... Reactants: C(=O)C=1C=C(O[C@@H](C(=O)OC)C)C=CC1 (methyl (2R)-2-(3-formylphenoxy)propionate), C(C)(=O)OCC (ethyl acetate), O (water), [BH4-].[Na+] (sodium borohydride). Solvent: CO (methanol). Conditions: time 30 minute. The product is OCC=1C=C(O[C@@H](C(=O)OC)C)C=CC1 (methyl (2R)-2-[3-(hydroxymethyl)phenoxy]propionate). RXN SMILES: [CH:1]([C:3]1[CH:4]=[C:5]([CH:13]=[CH:14][CH:15]=1)[O:6][C@H:7]([CH3:12])[C:8]([O:10][CH3:11])=[O:9])=[O:2].[BH4-].[Na+].C(OCC)(=O)C.O>CO>[OH:2][CH2:1][C:3]1[CH:4]=[C:5]([CH:13]=[CH:14][CH:15]=1)[O:6][C@H:7]([CH3:12])[C:8]([O:10][CH3:11])=[O:9] |f:1.2|. Reported procedure: 2.50 g of 3-hydroxybenzaldehyde, 2.77 g of methyl L-(−)-lactate, and 6.44 g of triphenylphosphine were dissolved in 25.0 mL of THF, and 22.2 mL of a 2.2 M diethyl azodicarboxylate/toluene solution was added thereto under ice-cooling, followed by stirring at room temperature overnight. To the reaction liquid was added an aqueous saturated sodium hydrogen carbonate solution, followed by extraction with ethyl acetate. The organic layer was washed with saturated brine, and then dried over anhydrous ... Reactants: CC(C)=O, CI, [K+], [K+], O=C([O-])[O-], Oc1cccc2ocnc12. Product: COc1cccc2ocnc12. As a reaction SMILES: [CH3:19][C:20](=[O:21])[CH3:22].[I:17][CH3:18].[K+:11].[K+:12].[O-:13][C:14]([O-:15])=[O:16].[OH:1][c:2]1[cH:3][cH:4][cH:5][c:6]2[c:7]1[n:8][cH:9][o:10]2>>[O:1]([c:2]1[cH:3][cH:4][cH:5][c:6]2[c:7]1[n:8][cH:9][o:10]2)[CH3:14]. Starting materials: BrCc1ccccc1, CC(=O)c1c(Cl)[nH]c2ccccc12, C1CCOC1, [H-], [Na+], O. Product: CC(=O)c1c(Cl)n(Cc2ccccc2)c2ccccc12. As a reaction SMILES: [Br:16][CH2:17][c:18]1[cH:19][cH:20][cH:21][cH:22][cH:23]1.[C:3]([CH3:4])(=[O:5])[c:6]1[c:7]([Cl:15])[nH:8][c:9]2[cH:10][cH:11][cH:12][cH:13][c:14]12.[CH2:25]1[O:26][CH2:27][CH2:28][CH2:29]1.[H-:2].[Na+:1].[OH2:24]>>[C:3]([CH3:4])(=[O:5])[c:6]1[c:7]([Cl:15])[n:8]([CH2:17][c:18]2[cH:19][cH:20][cH:21][cH:22][cH:23]2)[c:9]2[cH:10][cH:11][cH:12][cH:13][c:14]12. RXN SMILES: [CH3:14][NH:15][c:16]1[n:17][cH:18][n:19][c:20]([NH:22][c:23]2[cH:24][cH:25][c:26]([N:29]3[CH2:30][CH2:31][N:32]([CH3:35])[CH2:33][CH2:34]3)[cH:27][cH:28]2)[cH:21]1.[CH3:36][c:37]1[cH:38][cH:39][cH:40][cH:41][cH:42]1.[Cl:1][c:2]1[c:3]([N:11]=[C:12]=[O:13])[c:4]([Cl:10])[cH:5][cH:6][c:7]1[O:8][CH3:9]>>[Cl:1][c:2]1[c:3]([NH:11][C:12](=[O:13])[N:15]([CH3:14])[c:16]2[n:17][cH:18][n:19][c:20]([NH:22][c:23]3[cH:24][cH:25][c:26]([N:29]4[CH2:30][CH2:31][N:32]([CH3:35])[CH2:33][CH2:34]4)[cH:27][cH:28]3)[cH:21]2)[c:4]([Cl:10])[cH:5][cH:6][c:7]1[O:8][CH3:9]. Product: COc1ccc(Cl)c(NC(=O)N(C)c2cc(Nc3ccc(N4CCN(C)CC4)cc3)ncn2)c1Cl. Starting materials: CNc1cc(Nc2ccc(N3CCN(C)CC3)cc2)ncn1, Cc1ccccc1, COc1ccc(Cl)c(N=C=O)c1Cl.